Dataset: the Open Reaction Database (ORD), a public repository of structured organic reaction records. Task: describe an organic reaction: reactants, conditions, products, and yield The reactants are CN1N=NN=C1S (1-Methyl-5-mercapto-1,2,3,4-tetrazole), C([O-])([O-])=O.[K+].[K+] (potassium carbonate), C(C1=CC=CC=C1)C(=O)CCCCl (3-chloropropyl benzyl ketone). The solvent is CC(=O)C (acetone). Conditions: time 2 hour. Yields the product CN1N=NN=C1SCCCC(=O)CC1=CC=CC=C1 (1-methyl-5-[3-(benzylcabonyl)propyl]thio-1,2,3,4-tetrazole). The yield is 50.0%. As a reaction SMILES: [CH3:1][N:2]1[C:6]([SH:7])=[N:5][N:4]=[N:3]1.C(=O)([O-])[O-].[K+].[K+].[CH2:14]([C:21]([CH2:23][CH2:24][CH2:25]Cl)=[O:22])[C:15]1[CH:20]=[CH:19][CH:18]=[CH:17][CH:16]=1>CC(C)=O>[CH3:1][N:2]1[C:6]([S:7][CH2:25][CH2:24][CH2:23][C:21]([CH2:14][C:15]2[CH:20]=[CH:19][CH:18]=[CH:17][CH:16]=2)=[O:22])=[N:5][N:4]=[N:3]1 |f:1.2.3|. Reported procedure: 1-Methyl-5-mercapto-1,2,3,4-tetrazole (1.2 g), potassium carbonate (2.1 g) and 3-chloropropyl benzyl ketone (2.9 g) are added to acetone (50 ml) and the mixture is refluxed with stirring for 2 hours. The reaction mixture is concentrated to dryness under reduced pressure and the residue is dissolved in chloroform. Insolubles are filtered off. The filtrate is concentrated under reduced pressure. The residue is purified by silica gel column chromatography [Kieselgel 60, eluant: benzene-ether (10:1)... Reactants: NO.Cl (H2NOH HCl), COC=1C=C(C=O)C=CC1OC (3,4-dimethoxybenzaldehyde), C(=O)([O-])[O-].[Na+].[Na+] (Na2CO3). Run in C(C)O.O (ethyl alcohol water). Reaction conditions: time 1 hour. Yields the product COC=1C=C(C=CC1OC)C=NO ((3,4-Dimethoxyphenyl)hydroxyiminomethane). Yield: 7154.4%. As a reaction SMILES: [CH3:1][O:2][C:3]1[CH:4]=[C:5]([CH:8]=[CH:9][C:10]=1[O:11][CH3:12])[CH:6]=O.[NH2:13][OH:14].Cl.C([O-])([O-])=O.[Na+].[Na+]>C(O)C.O>[CH3:1][O:2][C:3]1[CH:4]=[C:5]([CH:6]=[N:13][OH:14])[CH:8]=[CH:9][C:10]=1[O:11][CH3:12] |f:1.2,3.4.5,6.7|. Reported procedure: After dissolving 3,4-dimethoxybenzaldehyde (1.00 g, 0.081 mmol) in 60 mL of ethyl alcohol/water (1/1, v/v) solution, H2NOH HCl (0.54 g, 7.823 mmol) was added. While stirring the reaction mixture, Na2CO3 (0.83 g, 7.823 mmol) was added slowly at below 0° C. The reaction was continued for 1 hr in an oil bath preheated to 60-65° C. After the reaction was completed, 1.05 g (96.4%) of the target product was obtained by extracting with ethyl acetate, drying over anhydrous MgSO4 and removing the solvent... The reactants are OCc1ccc(OCc2ccccc2)c(Br)c1, ClCCl, O, BrP(Br)Br. Product: BrCc1ccc(OCc2ccccc2)c(Br)c1. RXN SMILES: [Br:5][c:6]1[cH:7][c:8]([CH2:9][OH:10])[cH:11][cH:12][c:13]1[O:14][CH2:15][c:16]1[cH:17][cH:18][cH:19][cH:20][cH:21]1.[Cl:23][CH2:24][Cl:25].[OH2:22].[P:1]([Br:2])([Br:3])[Br:4]>>[Br:2][CH2:9][c:8]1[cH:7][c:6]([Br:5])[c:13]([O:14][CH2:15][c:16]2[cH:17][cH:18][cH:19][cH:20][cH:21]2)[cH:12][cH:11]1. Reactants: CCO, Cl[Cu], Cl, O=N[O-], COc1cc2c(c(OC)c1OC)-c1ccc(N)cc1C(NC(C)=O)CC2, [Na+], O. Product: COc1cc2c(c(OC)c1OC)-c1ccc(Cl)cc1C(NC(C)=O)CC2. RXN SMILES: [CH3:32][CH2:33][OH:34].[Cl:36][Cu:37].[ClH:31].[N:27]([O-:28])=[O:29].[NH2:1][c:2]1[cH:3][cH:4][c:5]2[c:6]([cH:26]1)[CH:7]([NH:22][C:23]([CH3:24])=[O:25])[CH2:8][CH2:9][c:10]1[c:11]-2[c:12]([O:20][CH3:21])[c:13]([O:18][CH3:19])[c:14]([O:16][CH3:17])[cH:15]1.[Na+:30].[OH2:35]>>[c:2]1([Cl:31])[cH:3][cH:4][c:5]2[c:6]([cH:26]1)[CH:7]([NH:22][C:23]([CH3:24])=[O:25])[CH2:8][CH2:9][c:10]1[c:11]-2[c:12]([O:20][CH3:21])[c:13]([O:18][CH3:19])[c:14]([O:16][CH3:17])[cH:15]1. Starting materials: [H-].[Na+] (sodium hydride), C(CC(O)(C(=O)O)CC(=O)O)(=O)O (citric acid), O1CCC(C2=CC=CC=C12)=O (4-chromanone), C(C(=O)OCC)(=O)OCC (diethyl oxalate). Run at temperature 80 celsius, time 3.5 hour. Reported procedure: A solution of 4-chromanone (11.2 g) and diethyl oxalate (13.3 g) in anhydrous dioxane (75 ml) is added under stirring at room temperature to a suspension of 50% sodium hydride (4 g) in anhydrous dioxane (150 ml). The mixture is allowed to react under stirring at 80° C. for 3.5 hours. After cooling, the reaction mixture is diluted with ice water and acidified to pH 4 with 40% citric acid aqueous solution. The oily precipitate is extracted with ethyl acetate, then the organic solution is washed wi... The product is C(=O)(C(=O)OCC)C1COC2=CC=CC=C2C1=O (3-ethoxalylchroman-4-one). Solvent: O1CCOCC1 (dioxane), ice water, O1CCOCC1 (dioxane). As a reaction SMILES: [O:1]1[C:10]2[C:5](=[CH:6][CH:7]=[CH:8][CH:9]=2)[C:4](=[O:11])[CH2:3][CH2:2]1.[C:12](OCC)(=[O:18])[C:13]([O:15][CH2:16][CH3:17])=[O:14].[H-].[Na+].C(O)(=O)CC(CC(O)=O)(C(O)=O)O>O1CCOCC1>[C:12]([CH:3]1[C:4](=[O:11])[C:5]2[C:10](=[CH:9][CH:8]=[CH:7][CH:6]=2)[O:1][CH2:2]1)([C:13]([O:15][CH2:16][CH3:17])=[O:14])=[O:18] |f:2.3|. Starting materials: ClCCl, [Cu], FC(F)(F)c1cccc2c(-c3ccccc3)n[nH]c12, OB(O)c1ccccc1, c1ccncc1. Product: FC(F)(F)c1cccc2c(-c3ccccc3)n(-c3ccccc3)nc12. Reaction SMILES: [CH2:35]([Cl:36])[Cl:37].[Cu:38].[c:1]1(-[c:7]2[n:8][nH:9][c:10]3[c:11]([C:16]([F:17])([F:18])[F:19])[cH:12][cH:13][cH:14][c:15]23)[cH:2][cH:3][cH:4][cH:5][cH:6]1.[c:20]1([B:26]([OH:27])[OH:28])[cH:21][cH:22][cH:23][cH:24][cH:25]1.[cH:29]1[cH:30][cH:31][n:32][cH:33][cH:34]1>>[c:1]1(-[c:7]2[n:8](-[c:20]3[cH:21][cH:22][cH:23][cH:24][cH:25]3)[n:9][c:10]3[c:11]([C:16]([F:17])([F:18])[F:19])[cH:12][cH:13][cH:14][c:15]23)[cH:2][cH:3][cH:4][cH:5][cH:6]1. The reactants are [BH4-].[Na+] (Sodium borohydride), C(C)(C)(C)OC(=O)N1N=C(C2=CC(=CC=C12)C=O)Br (tert-butyl-3-bromo-5-formyl-1H-indazole-1-carboxylate), Cl (HCl). Run in CN(C)C=O (DMF). Reaction conditions: time 3 hour. The product is BrC1=NN(C2=CC=C(C=C12)CO)C(=O)OC(C)(C)C (tert-butyl 3-bromo-5-(hydroxymethyl)-1H-indazole-1-carboxylate). Yield: 101.6%. RXN SMILES: [BH4-].[Na+].[C:3]([O:7][C:8]([N:10]1[C:18]2[C:13](=[CH:14][C:15]([CH:19]=[O:20])=[CH:16][CH:17]=2)[C:12]([Br:21])=[N:11]1)=[O:9])([CH3:6])([CH3:5])[CH3:4].Cl>CN(C=O)C>[Br:21][C:12]1[C:13]2[C:18](=[CH:17][CH:16]=[C:15]([CH2:19][OH:20])[CH:14]=2)[N:10]([C:8]([O:7][C:3]([CH3:6])([CH3:5])[CH3:4])=[O:9])[N:11]=1 |f:0.1|. Procedure details: Sodium borohydride (395 mg; 10.4 mmol; 2.9 eq.) was added in one portion to a solution of tert-butyl-3-bromo-5-formyl-1H-indazole-1-carboxylate (1.20 g; 3.58 mmol; 1.0 eq.) in DMF (30 mL). The reaction mixture was stirred for 3 h then poured into HCl (0.1N solution) and extracted with EtOAc. Combined organic phases were washed with brine, dried over magnesium sulfate, filtered and concentrated to give the tittle compound as a yellow solid (1.19 g, 100%). 1H NMR (300 MHz, DMSO-d6) δ 8.05 (d, J=8....